From a dataset of the Open Reaction Database (ORD), a public repository of structured organic reaction records. describe an organic reaction: reactants, conditions, products, and yield Reactants: CCC(CCCC)=O (heptan-3-one), Cl.NO (hydroxylamine hydrochloride). Run in CO (MeOH). Yields the product CCC(CCCC)=NO (heptan-3-one oxime). RXN SMILES: [CH3:1][CH2:2][C:3](=O)[CH2:4][CH2:5][CH2:6][CH3:7].Cl.[NH2:10][OH:11]>CO>[CH3:1][CH2:2][C:3](=[N:10][OH:11])[CH2:4][CH2:5][CH2:6][CH3:7] |f:1.2|. Procedure: A mixture of 1-azabicyclo 2.2.1!heptan-3-one (8.83 g, 79 mmol) and hydroxylamine hydrochloride (5.52 g, 79 mmol) in MeOH (200 mL) was stirred at 25° C. for 18 hours. The solvent was removed under reduced pressure and the tan solid was partitioned between saturated Na2CO3 and CHCl3. The organic extracts were dried (Na2CO3), and concentrated to give the oxime, 5.48 g, 54.7%. The aqueous layer was concentrated, and re-extracted with CHCl3 to yield another 3.17 g product. Total yield, 8.65 g, 86%. T... The reactants are N1=CNC2=C1C=CC(=C2)C(=O)NN (benzimidazol-5-carbohydrazide), C(C1=CC=CC=C1)N=C=O (benzylisocyanate), 0.077. The product is N1C=NC2=C1C=CC(=C2)C=2N(C(NN2)=O)CC2=CC=CC=C2 (5-(1H-Benzo[d]imidazol-5-yl)-4-benzyl-2H-1,2,4-triazol-3(4H)-one). RXN SMILES: [N:1]1[C:5]2[CH:6]=[CH:7][C:8]([C:10]([NH:12][NH2:13])=O)=[CH:9][C:4]=2[NH:3][CH:2]=1.[CH2:14]([N:21]=[C:22]=[O:23])[C:15]1[CH:20]=[CH:19][CH:18]=[CH:17][CH:16]=1>>[NH:1]1[C:5]2[CH:6]=[CH:7][C:8]([C:10]3[N:21]([CH2:14][C:15]4[CH:20]=[CH:19][CH:18]=[CH:17][CH:16]=4)[C:22](=[O:23])[NH:13][N:12]=3)=[CH:9][C:4]=2[N:3]=[CH:2]1. Procedure details: The compound was synthesized starting from benzimidazol-5-carbohydrazide (176 mg; 1 mmol) and benzylisocyanate (0.133 g; 0.123 ml; 1 mmol); Yield: 0.077 (26%); MS m/z: 292.4 [M+H]+; 1H-NMR (DMSO d6, 400 MHz): δ 4.92 (s, 2H); 7.02-7.04 (m, 2H); 7.23-7.27 (m, 3H); 7.52 (dd, 1H, 4J=1.7 Hz, 3J=8.7 Hz); 7.76 (d, 1H, 3J=8.7 Hz); 7.81 (m, 1H); 8.99 (s, 1H), 12.08 (s, 1H); HPLC (METHOD [A]): rt 8.28 min (100%) Reactants: NNC(=S)N (thiosemicarbazide), CC1=C(C(=O)Cl)C=CC(=C1)C (2,4-dimethylbenzoyl chloride). The solvent is N1=CC=CC=C1 (pyridine). Run at temperature 150 celsius. Product: CC1=C(C=CC(=C1)C)C=1NC(NN1)=S (5-(2,4 dimethylphenyl)-2H-1,2,4-triazole-3(4H)-thione). Yield: 43.0%. As a reaction SMILES: [NH2:1][NH:2][C:3]([NH2:5])=[S:4].[CH3:6][C:7]1[CH:15]=[C:14]([CH3:16])[CH:13]=[CH:12][C:8]=1[C:9](Cl)=O>N1C=CC=CC=1>[CH3:6][C:7]1[CH:15]=[C:14]([CH3:16])[CH:13]=[CH:12][C:8]=1[C:9]1[NH:5][C:3](=[S:4])[NH:2][N:1]=1. Procedure: A suspension of thiosemicarbazide (800 mg, 8.78 mmol) in 9 mL of pyridine was added 2,4-dimethylbenzoyl chloride (1.68 g, 10 mmol). The reaction was heated at 150° C. for 10 min using a microwave synthesizer. The yellow solution was evaporated to dryness and then diluted with water. The white solid was then collected and washed with water. The solid was suspended in 20 mL of 1 M aq. NaHCO3. The suspension was heated at 180° C. for 1 h using a microwave synthesizer. Then the mixture was filtered ... The reactants are C(C1=CC=CC=C1)N1C(C2C(C1=O)C(NC2C2=CC=C(C#N)C=C2)C)=O ((1RS,3SR,3aRS,6aSR)-4-(5-benzyl-3-methyl-4,6-dioxo-octahydro-pyrrolo[3,4-c]pyrrol-1-yl)-benzonitrile), N1=CC=CC=C1 (pyridine), C(C)(=O)OC(C)=O (Acetic anhydride). Run in C(C)#N (acetonitrile). Conditions: time 1.5 hour. Product: C(C)(=O)N1C(C2C(N(C(C2C1C)=O)CC1=CC=CC=C1)=O)C1=CC=C(C#N)C=C1 ((1RS,3SR,3aRS,6aSR)-4-(2-Acetyl-5-benzyl-3-methyl-4,6-dioxo-octahydro-pyrrolo[3,4-c]pyrrol-1-yl)-benzonitrile). Isolated yield 83.0%. RXN SMILES: [CH2:1]([N:8]1[C:12](=[O:13])[CH:11]2[CH:14]([CH3:25])[NH:15][CH:16]([C:17]3[CH:24]=[CH:23][C:20]([C:21]#[N:22])=[CH:19][CH:18]=3)[CH:10]2[C:9]1=[O:26])[C:2]1[CH:7]=[CH:6][CH:5]=[CH:4][CH:3]=1.N1C=CC=CC=1.[C:33](OC(=O)C)(=[O:35])[CH3:34]>C(#N)C>[C:33]([N:15]1[CH:14]([CH3:25])[CH:11]2[CH:10]([C:9](=[O:26])[N:8]([CH2:1][C:2]3[CH:7]=[CH:6][CH:5]=[CH:4][CH:3]=3)[C:12]2=[O:13])[CH:16]1[C:17]1[CH:24]=[CH:23][C:20]([C:21]#[N:22])=[CH:19][CH:18]=1)(=[O:35])[CH3:34]. Reported procedure: 4.B)c) A solution of 3.46 g (10 mmol) of (1RS,3SR,3aRS,6aSR)-4-(5-benzyl-3-methyl-4,6-dioxo-octahydro-pyrrolo[3,4-c]pyrrol-1-yl)-benzonitrile in acetonitrile (10 ml) was treated with pyridine (20 mmol). Acetic anhydride (20 mmol) was slowly added dropwise while cooling with ice. The cooling was removed and the reaction mixture was stirred for a further 1.5 hours. Thereafter, the reaction mixture was poured into saturated NaCl solution and extracted with dichloromethane. The solvent was removed a...